This data is from the Open Reaction Database (ORD), a public repository of structured organic reaction records. The task is: describe an organic reaction: reactants, conditions, products, and yield Starting materials: COc1ccc(C=CC(=O)O)c(OC)c1OC, O=C(Cl)C(=O)Cl, ClCCl, N#N, CN(C)C=O. Yields the product COc1ccc(C=CC(=O)O)c(OC)c1OC, [Cl-]. RXN SMILES: [CH3:3][O:4][c:5]1[c:6]([CH:7]=[CH:8][C:9](=[O:10])[OH:11])[cH:12][cH:13][c:14]([O:18][CH3:19])[c:15]1[O:16][CH3:17].[Cl:25][C:26]([C:27]([Cl:28])=[O:29])=[O:30].[Cl:31][CH2:32][Cl:33].[N:1]#[N:2].[O:20]=[CH:21][N:22]([CH3:23])[CH3:24]>>[CH3:3][O:4][c:5]1[c:6]([CH:7]=[CH:8][C:9](=[O:10])[OH:11])[cH:12][cH:13][c:14]([O:18][CH3:19])[c:15]1[O:16][CH3:17].[Cl-:25].